From a dataset of the Open Reaction Database (ORD), a public repository of structured organic reaction records. describe an organic reaction: reactants, conditions, products, and yield Reactants: C[Mg]Br (methyl magnesium bromide), C(C)(=O)NCC1=CC=CC(=N1)C#N (6-(acetylaminomethyl)-2-pyridinecarbonitrile), O (water). Run in O1CCCC1 (tetrahydrofuran). Product: C(C)(=O)C1=NC(=CC=C1)CNC(C)=O (2-acetyl-6-(acetylaminomethyl)pyridine). RXN SMILES: [CH3:1][Mg]Br.[C:4]([NH:7][CH2:8][C:9]1[N:14]=[C:13]([C:15]#N)[CH:12]=[CH:11][CH:10]=1)(=[O:6])[CH3:5].[OH2:17]>O1CCCC1>[C:15]([C:13]1[CH:12]=[CH:11][CH:10]=[C:9]([CH2:8][NH:7][C:4](=[O:6])[CH3:5])[N:14]=1)(=[O:17])[CH3:1]. Procedure details: An ethereal solution of methyl magnesium bromide (3 mol/l) (17.6 ml) was added dropwise to a solution of 6-(acetylaminomethyl)-2-pyridinecarbonitrile (3.70 g) in tetrahydrofuran (60 ml) at 5 to 10° C. with stirring. After the mixture was stirred for two hours at the same temperature, cold water (15 ml) was dropped to the mixture under ice-cooling and evaporated in vacuo. The residue was mixed with water and extracted with a mixture of ethyl acetate and tetrahydrofuran. The extract was dried over... The reactants are ClC1=CC(=NC=2N1N=C(C2)C)N (7-chloro-2-methylpyrazolo[1,5-a]pyrimidin-5-amine), OCC=1C=C(C=CC1)B(O)O (3-(hydroxymethyl)phenylboronic acid). Product: NC1=NC=2N(C(=C1)C=1C=C(C=CC1)CO)N=C(C2)C ((3-(5-amino-2-methylpyrazolo[1,5-a]pyrimidin-7-yl)phenyl)methanol). RXN SMILES: Cl[C:2]1[N:7]2[N:8]=[C:9]([CH3:11])[CH:10]=[C:6]2[N:5]=[C:4]([NH2:12])[CH:3]=1.[OH:13][CH2:14][C:15]1[CH:16]=[C:17](B(O)O)[CH:18]=[CH:19][CH:20]=1>>[NH2:12][C:4]1[CH:3]=[C:2]([C:19]2[CH:20]=[C:15]([CH2:14][OH:13])[CH:16]=[CH:17][CH:18]=2)[N:7]2[N:8]=[C:9]([CH3:11])[CH:10]=[C:6]2[N:5]=1. Reported procedure: The titled compound was prepared using a procedure analogous to that described in connection with Example 15 except that 2-methylpyrazolo[1,5-a]pyrimidin-5-amine (1J) and 3-(hydroxymethyl)phenylboronic acid were used as starting materials. 1H NMR (400 MHz, CHLOROFORM-d) δ 2.40 (s, 3 H), 4.79 (s, 2 H), 4.90 (br, 2 H), 6.03 (s, 1 H), 6.09 (s, 1 H), 7.51-7.54 (m, 2 H), 7.82-7.85 (m, 1 H), 7.94 (s, 1 H). Reactants: N1C(CC1)=O (azetidine-2-one), C(C)(=O)[O-].[Na+] (sodium acetate), C(C)(=O)OO (peracetic acid). Reagents/catalysts: [Ru](Br)Br.C1=CC=CC=C1 (benzene ruthenium dibromide). Run in C(C)(=O)O (acetic acid), C(C)(=O)OCC (ethyl acetate), C(C)(=O)O (acetic acid). Product: C(C)(=O)OC1CC(N1)=O (4-acetoxyazetidine-2-one). Yield: 64.7%. As a reaction SMILES: [NH:1]1[CH2:4][CH2:3][C:2]1=[O:5].[C:6]([O-:9])(=[O:8])[CH3:7].[Na+].C(OO)(=O)C>[Ru](Br)Br.C1C=CC=CC=1.C(O)(=O)C.C(OCC)(=O)C>[C:6]([O:9][CH:4]1[NH:1][C:2](=[O:5])[CH2:3]1)(=[O:8])[CH3:7] |f:1.2,4.5|. Procedure: 1.42 g (20 mmol) of azetidine-2-one was added with 1.81 g (22 mmol) of anhydrous sodium acetate, 6.4 g of acetic acid, 5.6 g of ethyl acetate and 0.678 g (2 mmol) of benzene ruthenium dibromide, cooled to 5°-10° C., then added dropwise with 16.5 g of acetic acid solution containing 22% peracetic acid over 1.5 hours while stirring. After the dropping, a further 15 hour stirring was conducted at the same temperature. The solvent was distilled off under reduced pressure, followed by purification by... Starting materials: O=C(OC(Cl)(Cl)Cl)OC(Cl)(Cl)Cl, CSCCN1CCC(N)CC1, Nc1ccc2nc(NC3CCc4ccccc43)ccc2c1, Cl, Cl. The product is CSCCN1CCC(NC(=O)Nc2ccc3nc(NC4CCc5ccccc54)ccc3c2)CC1. As a reaction SMILES: [C:1]([O:2][C:3]([Cl:4])([Cl:5])[Cl:6])([O:7][C:8]([Cl:9])([Cl:10])[Cl:11])=[O:12].[CH3:15][S:16][CH2:17][CH2:18][N:19]1[CH2:20][CH2:21][CH:22]([NH2:25])[CH2:23][CH2:24]1.[CH:26]1([NH:35][c:36]2[n:37][c:38]3[cH:39][cH:40][c:41]([NH2:46])[cH:42][c:43]3[cH:44][cH:45]2)[CH2:27][CH2:28][c:29]2[cH:30][cH:31][cH:32][cH:33][c:34]21.[ClH:13].[ClH:14]>>[C:1](=[O:12])([NH:25][CH:22]1[CH2:21][CH2:20][N:19]([CH2:18][CH2:17][S:16][CH3:15])[CH2:24][CH2:23]1)[NH:46][c:41]1[cH:40][cH:39][c:38]2[n:37][c:36]([NH:35][CH:26]3[CH2:27][CH2:28][c:29]4[cH:30][cH:31][cH:32][cH:33][c:34]43)[cH:45][cH:44][c:43]2[cH:42]1. Product: Cc1c(Cl)c(C(F)(F)F)nn1CC(=O)C1CCN(c2cc(OC(C)C)c(Cl)cc2Cl)CC1. The reactants are O=C([O-])[O-], CC#N, Cc1c(Cl)c(C(F)(F)F)nn1CC(=O)C1CCN(c2cc(O)c(Cl)cc2Cl)CC1, [Cs+], [Cs+], CC(C)I. Reaction SMILES: [C:34](=[O:35])([O-:36])[O-:37].[CH3:40][C:41]#[N:42].[Cl:1][c:2]1[c:3]([C:26]([F:27])([F:28])[F:29])[n:4][n:5]([CH2:8][C:9](=[O:10])[CH:11]2[CH2:12][CH2:13][N:14]([c:17]3[c:18]([Cl:25])[cH:19][c:20]([Cl:24])[c:21]([OH:23])[cH:22]3)[CH2:15][CH2:16]2)[c:6]1[CH3:7].[Cs+:38].[Cs+:39].[I:30][CH:31]([CH3:32])[CH3:33]>>[Cl:1][c:2]1[c:3]([C:26]([F:27])([F:28])[F:29])[n:4][n:5]([CH2:8][C:9](=[O:10])[CH:11]2[CH2:12][CH2:13][N:14]([c:17]3[c:18]([Cl:25])[cH:19][c:20]([Cl:24])[c:21]([O:23][CH:31]([CH3:32])[CH3:33])[cH:22]3)[CH2:15][CH2:16]2)[c:6]1[CH3:7]. The reactants are COC1=C(C=CC=C1OC1=C(C=CC=C1)C)CC#N (2-[2-Methoxy-3-(o-tolyloxy)phenyl]acetonitrile), Cl (hydrochloric acid), C(C)(=O)O (acetic acid). Yields the product COC1=C(C=CC=C1OC1=C(C=CC=C1)C)CC(=O)O (2-[2-methoxy-3-(o-tolyloxy)phenyl]acetic acid). As a reaction SMILES: [CH3:1][O:2][C:3]1[C:8]([O:9][C:10]2[CH:15]=[CH:14][CH:13]=[CH:12][C:11]=2[CH3:16])=[CH:7][CH:6]=[CH:5][C:4]=1CC#N.Cl.[C:21]([OH:24])(=[O:23])[CH3:22]>>[CH3:1][O:2][C:3]1[C:8]([O:9][C:10]2[CH:15]=[CH:14][CH:13]=[CH:12][C:11]=2[CH3:16])=[CH:7][CH:6]=[CH:5][C:4]=1[CH2:22][C:21]([OH:24])=[O:23]. Procedure details: 2-[2-Methoxy-3-(o-tolyloxy)phenyl]acetonitrile (43.0 g) was added to a mixture of acetic acid (200 ml) and conc. hydrochloric acid (50 ml), and the mixture ws refluxed under heating for 5 hrs. The reaction mixture was evaporated, and water was added to the residue and extracted with diethyl ether. The extract was washed with water and extracted with aqueous sodium bicarbonate. The aqueous extract was washed with diethyl ether, acidified with conc. hydrochloric acid and then extracted with diethy... As a reaction SMILES: [Al+3:29].[CH2:34]1[O:35][CH2:36][CH2:37][CH2:38]1.[CH3:1][C:2](=[CH:3][C:4](=[O:5])[O:6][CH2:7][CH3:8])[CH2:9][CH2:10][CH2:11][CH:12]=[CH:13][CH2:14][CH:15]=[CH:16][CH2:17][CH:18]=[CH:19][CH2:20][CH:21]=[CH:22][CH2:23][CH:24]=[CH:25][CH2:26][CH3:27].[H-:28].[H-:31].[H-:32].[H-:33].[Li+:30]>>[CH3:1][C:2](=[CH:3][CH2:4][OH:5])[CH2:9][CH2:10][CH2:11][CH:12]=[CH:13][CH2:14][CH:15]=[CH:16][CH2:17][CH:18]=[CH:19][CH2:20][CH:21]=[CH:22][CH2:23][CH:24]=[CH:25][CH2:26][CH3:27]. Product: CCC=CCC=CCC=CCC=CCC=CCCCC(C)=CCO. The reactants are [Al+3], C1CCOC1, CCC=CCC=CCC=CCC=CCC=CCCCC(C)=CC(=O)OCC, [H-], [H-], [H-], [H-], [Li+].